This data is from the Open Reaction Database (ORD), a public repository of structured organic reaction records. The task is: describe an organic reaction: reactants, conditions, products, and yield Starting materials: C(C1=CC=CC=C1)C1=C(C=CC(=C1)CC(=O)Cl)CC(=O)Cl (2-benzyl-4-chlorocarbonylmethylphenylacetyl chloride), solution, B(F)(F)F.CCOCC (boron trifluoride etherate). Run in ClC(C)Cl (dichloroethane). The product is O=C1CC2=C(CC3=C1C=CC=C3)C=C(C=C2)CC(=O)O (10,11-dihydro-10-oxo-5H-dibenzo[a,d]cycloheptene-3-acetic acid). As a reaction SMILES: B(F)(F)F.CC[O:7]CC.[CH2:10]([C:17]1[CH:22]=[C:21]([CH2:23][C:24](Cl)=[O:25])[CH:20]=[CH:19][C:18]=1[CH2:27][C:28](Cl)=[O:29])[C:11]1[CH:16]=[CH:15][CH:14]=[CH:13][CH:12]=1>ClC(Cl)C>[O:29]=[C:28]1[C:12]2[CH:13]=[CH:14][CH:15]=[CH:16][C:11]=2[CH2:10][C:17]2[CH:22]=[C:21]([CH2:23][C:24]([OH:7])=[O:25])[CH:20]=[CH:19][C:18]=2[CH2:27]1 |f:0.1|. Procedure: In 50 ml of dichloroethane was dissolved in 3.0 g of 2-benzyl-4-chlorocarbonylmethylphenylacetyl chloride. With stirring at room temperature, 5.0 g of a solution of boron trifluoride etherate was added to the solution. The mixture was stirred for 2 hours, and worked up in the same way as in Example 6 to afford 1.42 g of 10,11-dihydro-10-oxo-5H-dibenzo[a,d]cycloheptene-3-acetic acid as a colorless crystalline powder (recrystallized from a mixture of methanol and n-hexane) having a melting point o... Reactants: FC(COC(OCC(F)([N+](=O)[O-])[N+](=O)[O-])OCC(F)([N+](=O)[O-])[N+](=O)[O-])([N+](=O)[O-])[N+](=O)[O-] (tris(2-fluoro-2,2-dinitroethoxy)methane), [Cl-].[Al+3].[Cl-].[Cl-] (aluminum chloride), C(C)(=O)Cl (acetyl chloride). Product: ClC(OCC(F)([N+](=O)[O-])[N+](=O)[O-])OCC([N+](=O)[O-])([N+](=O)[O-])F (chloro bis(2-fluoro-2,2-dinitroethoxy)methane). Reaction SMILES: [F:1][C:2]([N+:29]([O-:31])=[O:30])([N+:26]([O-:28])=[O:27])[CH2:3][O:4][CH:5](OCC([N+]([O-])=O)([N+]([O-])=O)F)[O:6][CH2:7][C:8]([N+:13]([O-:15])=[O:14])([N+:10]([O-:12])=[O:11])[F:9].[Cl-].[Al+3].[Cl-].[Cl-].C([Cl:39])(=O)C>>[Cl:39][CH:5]([O:6][CH2:7][C:8]([F:9])([N+:13]([O-:15])=[O:14])[N+:10]([O-:12])=[O:11])[O:4][CH2:3][C:2]([N+:29]([O-:31])=[O:30])([N+:26]([O-:28])=[O:27])[F:1] |f:1.2.3.4|. Procedure details: Next the tris(2-fluoro-2,2-dinitroethoxy)methane is refluxed with aluminum chloride and acetyl chloride to produce chloro bis(2-fluoro-2,2-dinitroethoxy)methane as illustated by example 2. Starting materials: Cl (hydrochloric acid), CC(=O)NC1=CC(=CC=C1)[N+](=O)[O-] (3-nitroacetanilide). Solvent: C1CCOC1 (THF), C1CCOC1 (THF). Conditions: temperature 80 celsius, time 4 hour. The product is [N+](=O)([O-])C=1C=C(NCC)C=CC1 (3-Nitro-N-ethylaniline), powder. Isolated yield 89.0%. As a reaction SMILES: [CH3:1][C:2]([NH:4][C:5]1[CH:10]=[CH:9][CH:8]=[C:7]([N+:11]([O-:13])=[O:12])[CH:6]=1)=O.Cl>C1COCC1>[N+:11]([C:7]1[CH:6]=[C:5]([CH:10]=[CH:9][CH:8]=1)[NH:4][CH2:2][CH3:1])([O-:13])=[O:12]. Procedure: To a solution of 8 g (44 mmol) of 3-nitroacetanilide in 200 ml of dry THF, a solution of 5.5 ml (58 mmol) of borane dimethyl sulfide complex in 5 ml of THF was added, followed by stirring at 80° C. for 4 hours. To the reaction mixture, 3 ml (32 mmol) of borane dimethyl sulfide complex were further added, followed by stirring at 80° C. for 3 hours. After 1N hydrochloric acid was added to the reaction mixture until the solution became uniform, the solvent was concentrated under reduced pressure. T... Reactants: CC1=CC(=C2C=CC=CC=C12)CC(=O)O (1-methyl-3-carboxymethylazulene), P(O)(O)(O)=O (phosphoric acid). Run in ice water. The product is CC1=CC=C2C=CC=CC=C12 (1-methylazulene). The yield is 88.6%. Reaction SMILES: C[C:2]1[C:11]2[C:5]([CH:6]=[CH:7][CH:8]=[CH:9][CH:10]=2)=[C:4]([CH2:12]C(O)=O)[CH:3]=1.P(=O)(O)(O)O>>[CH3:12][C:4]1[C:5]2[C:11]([CH:10]=[CH:9][CH:8]=[CH:7][CH:6]=2)=[CH:2][CH:3]=1. Procedure: 5.91 g of compound B is dissolved in 60 ml. of phosphoric acid and the mixture is heated (90°-80° C.) on a water bath for 15 minutes. After cooling the mixture is poured into 300 ml of ice-water and extracted with n-hexane. The organic layer is separated, washed with water, dried over anhydrous sodium sulfonate and fractionated by silicagel column chromatography using benzene as eluent to give 3.72 g (90.1%) of the objective compound. Reactants: NC=1SC(=CC1C(=O)C1=CC=CC=C1)Cl ((2-amino-5-chloro-thiophen-3-yl)-phenyl-methanone), FC(C(CC(C)=O)=O)(F)F (1,1,1-trifluoro-pentane-2,4-dione). Reaction SMILES: [NH2:1][C:2]1[S:3][C:4]([Cl:15])=[CH:5][C:6]=1[C:7]([C:9]1[CH:14]=[CH:13][CH:12]=[CH:11][CH:10]=1)=O.[F:16][C:17]([F:25])([F:24])[C:18](=[O:23])[CH2:19][C:20](=O)[CH3:21]>C(O)(=O)C.S(=O)(=O)(O)O>[Cl:15][C:4]1[S:3][C:2]2=[N:1][C:20]([CH3:21])=[C:19]([C:18](=[O:23])[C:17]([F:25])([F:24])[F:16])[C:7]([C:9]3[CH:14]=[CH:13][CH:12]=[CH:11][CH:10]=3)=[C:6]2[CH:5]=1. Reagents/catalysts: S(O)(O)(=O)=O (sulfuric acid). Procedure: To a stirred solution of 30 mg (0.13 mmol) (2-amino-5-chloro-thiophen-3-yl)-phenyl-methanone in 2 ml acetic acid was added 0.016 ml (0.13 mmol) of 1,1,1-trifluoro-pentane-2,4-dione and one drop of sulfuric acid. The mixture was then stirred at 70° C. for 10 minutes in a microwave and then concentrated in vacuo. Preparative HPLC (30% CE-CN/H20) afforded 10 mg (23%) 1-(2-chloro-6-methyl-4-phenyl-thieno[2,3-b]pyridin-5-yl)-2,2,2-trifluoro-ethanone as a light brown solid. ES-MS m/e (%): 356 (M+H+, 1... Conditions: temperature 70 celsius, time 10 minute. Solvent: C(C)(=O)O (acetic acid). The product is ClC1=CC=2C(=NC(=C(C2C2=CC=CC=C2)C(C(F)(F)F)=O)C)S1 (1-(2-chloro-6-methyl-4-phenyl-thieno[2,3-b]pyridin-5-yl)-2,2,2-trifluoro-ethanone). Isolated yield 21.6%. Reactants: C(C)OC(CSC1=NC(=CC(=N1)Cl)Cl)=O ((4,6-dichloro-2-pyrimidinylthio)acetic acid ethyl ester), ClC1=CC=C(N)C=C1 (p-chloroaniline), C([O-])([O-])=O.[Na+].[Na+] (sodium carbonate). Run in C(C)O (ethanol). The product is C(C)OC(CSC1=NC(=CC(=N1)Cl)NC1=CC=C(C=C1)Cl)=O ((4-Chloro-6-(p-chloroanilino)-2-pyrimidinylthio)acetic acid ethyl ester). Isolated yield 28.1%. RXN SMILES: [CH2:1]([O:3][C:4](=[O:15])[CH2:5][S:6][C:7]1[N:12]=[C:11](Cl)[CH:10]=[C:9]([Cl:14])[N:8]=1)[CH3:2].[Cl:16][C:17]1[CH:23]=[CH:22][C:20]([NH2:21])=[CH:19][CH:18]=1.C(=O)([O-])[O-].[Na+].[Na+]>C(O)C>[CH2:1]([O:3][C:4](=[O:15])[CH2:5][S:6][C:7]1[N:8]=[C:9]([Cl:14])[CH:10]=[C:11]([NH:21][C:20]2[CH:22]=[CH:23][C:17]([Cl:16])=[CH:18][CH:19]=2)[N:12]=1)[CH3:2] |f:2.3.4|. Reported procedure: A stirred mixture of 8.0 g of (4,6-dichloro-2-pyrimidinylthio)acetic acid ethyl ester, 3.8 g of p-chloroaniline and 3.2 g of sodium carbonate in 100 ml. of ethanol was heated under reflux for 5 hr. The reaction mixture was filtered and water was added to the filtrate until precipitation resulted. Recrystallization of this material from 95% ethanol afforded 3.0 g of product, mp. 109°-112°C. Reactants: CC(C)(C)OC(=O)CN, CCN(C(C)C)C(C)C, CC1(Cc2ccc(OC(F)(F)F)cc2)C(=O)N(c2cc(Cl)cc(Cl)c2)c2ncc(C(=O)O)n21, O=C(Cl)C(=O)Cl, ClCCl, CN(C)C=O. The product is CC(C)(C)OC(=O)CNC(=O)c1cnc2n1C(C)(Cc1ccc(OC(F)(F)F)cc1)C(=O)N2c1cc(Cl)cc(Cl)c1. As a reaction SMILES: [C:49]([CH3:50])([CH3:51])([CH3:52])[O:53][C:54]([CH2:55][NH2:56])=[O:57].[CH:40]([N:41]([CH:42]([CH3:43])[CH3:44])[CH2:45][CH3:46])([CH3:47])[CH3:48].[Cl:1][c:2]1[cH:3][c:4]([N:9]2[C:10](=[O:33])[C:11]([CH2:20][c:21]3[cH:22][cH:23][c:24]([O:27][C:28]([F:29])([F:30])[F:31])[cH:25][cH:26]3)([CH3:32])[n:12]3[c:13]2[n:14][cH:15][c:16]3[C:17](=[O:18])[OH:19])[cH:5][c:6]([Cl:8])[cH:7]1.[Cl:34][C:35]([C:36]([Cl:37])=[O:38])=[O:39].[Cl:58][CH2:59][Cl:60].[O:61]=[CH:62][N:63]([CH3:64])[CH3:65]>>[Cl:1][c:2]1[cH:3][c:4]([N:9]2[C:10](=[O:33])[C:11]([CH2:20][c:21]3[cH:22][cH:23][c:24]([O:27][C:28]([F:29])([F:30])[F:31])[cH:25][cH:26]3)([CH3:32])[n:12]3[c:13]2[n:14][cH:15][c:16]3[C:17](=[O:18])[NH:56][CH2:55][C:54]([O:53][C:49]([CH3:50])([CH3:51])[CH3:52])=[O:57])[cH:5][c:6]([Cl:8])[cH:7]1. Reactants: C(C)#N (acetonitrile), [I-].[Na+] (sodium iodide), ClC=1C2=C(N=CN1)CN(CC2)C2=NC=CC=C2C(F)(F)F (4-chloro-7-(3-(trifluoromethyl)pyridin-2-yl)-5,6,7,8-tetrahydropyrido[3,4-d]pyrimidine), FC(OC1=CC=C(N)C=C1)(F)F (4-(trifluoromethoxy)aniline). The solvent is C(C)(=O)OCC (ethyl acetate). Reaction conditions: temperature 150 celsius. Yields the product FC(C=1C(=NC=CC1)N1CC=2N=CN=C(C2CC1)NC1=CC=C(C=C1)OC(F)(F)F)(F)F (7-(3-(trifluoromethyl)pyridin-2-yl)-5,6,7,8-tetrahydro-N-(4-(trifluoromethoxy)-phenyl)pyrido[3,4-d]pyrimidin-4-amine), solid. As a reaction SMILES: Cl[C:2]1[C:3]2[CH2:11][CH2:10][N:9]([C:12]3[C:17]([C:18]([F:21])([F:20])[F:19])=[CH:16][CH:15]=[CH:14][N:13]=3)[CH2:8][C:4]=2[N:5]=[CH:6][N:7]=1.[F:22][C:23]([F:33])([F:32])[O:24][C:25]1[CH:31]=[CH:30][C:28]([NH2:29])=[CH:27][CH:26]=1.C(#N)C.[I-].[Na+]>C(OCC)(=O)C>[F:19][C:18]([F:21])([F:20])[C:17]1[C:12]([N:9]2[CH2:10][CH2:11][C:3]3[C:2]([NH:29][C:28]4[CH:30]=[CH:31][C:25]([O:24][C:23]([F:22])([F:32])[F:33])=[CH:26][CH:27]=4)=[N:7][CH:6]=[N:5][C:4]=3[CH2:8]2)=[N:13][CH:14]=[CH:15][CH:16]=1 |f:3.4|. Procedure: In a 5 ml microwave vial was combined 4-chloro-7-(3-(trifluoromethyl)pyridin-2-yl)-5,6,7,8-tetrahydropyrido[3,4-d]pyrimidine (0.113 g, 0.000356 mol), 4-(trifluoromethoxy)aniline (0.0964 mL, 0.000711 mol), acetonitrile (2 mL, 0.04 mol), and sodium iodide (0.00533 g, 0.0000356 mol). The mixture was heated at at 150° C. for 10 minutes and reduced in vacuo. The remaining solid was taken up in ethyl acetate (10 mL) and washed with saturated sodium bicarbonate (2×10 mL) and water (1×10 mL). The organi... The reactants are COC(=O)C=1C(CSC1)OC(C)=O (3-acetoxy-dihydrothiophene-4-carboxylic acid methyl ester), S(=O)(=O)(Cl)Cl (sulfuryl chloride). Run in C(Cl)(Cl)Cl (chloroform). The product is COC(=O)C=1C(=CSC1)OC(C)=O (3-acetoxy-thiophene-4-carboxylic acid methyl ester). Yield: 91.0%. As a reaction SMILES: [CH3:1][O:2][C:3]([C:5]1[CH:6]([O:10][C:11](=[O:13])[CH3:12])[CH2:7][S:8][CH:9]=1)=[O:4].S(Cl)(Cl)(=O)=O>C(Cl)(Cl)Cl>[CH3:1][O:2][C:3]([C:5]1[C:6]([O:10][C:11](=[O:13])[CH3:12])=[CH:7][S:8][CH:9]=1)=[O:4]. Reported procedure: 4.04 Parts of 3-acetoxy-dihydrothiophene-4-carboxylic acid methyl ester are reacted with 1.76 parts by volume of sulfuryl chloride in 50 parts by volume of chloroform in the course of one hour at 0° C. The end product is isolated from the reaction mixture by the method described in Example 1c. 3.64 parts (91% of theory) of 3-acetoxy-thiophene-4-carboxylic acid methyl ester of melting point 56°-58° C. are obtained. Reactants: CN1N=C(C(=C1S(=O)(=O)NC(=S)NC1=NC(=CC(=N1)C)C)C(=O)OCC)C (N-(1,3-dimethyl-4-ethoxycarbonyl-5-pyrazolesulfonyl)-N'-(4,6-dimethyl-2-pyrimidinyl)-thiourea), BrBr (bromine). Run in CO (methanol). Conditions: temperature 0 celsius, time 30 minute. Yields the product CC1=NC=2N(C(=C1)C)SC(N2)=NS(=O)(=O)C2=C(C(=NN2C)C)C(=O)OCC (5,7-Dimethyl-2-(1,3-dimethyl-4-ethoxycarbonyl-- 5-pyrazolesulfonyl)imino-2H-1,2,4-thiadiazolo[2,3-a]pyrimidine). Isolated yield 49.3%. As a reaction SMILES: [CH3:1][N:2]1[C:6]([S:7]([NH:10][C:11]([NH:13][C:14]2[N:19]=[C:18]([CH3:20])[CH:17]=[C:16]([CH3:21])[N:15]=2)=[S:12])(=[O:9])=[O:8])=[C:5]([C:22]([O:24][CH2:25][CH3:26])=[O:23])[C:4]([CH3:27])=[N:3]1.BrBr>CO>[CH3:20][C:18]1[CH:17]=[C:16]([CH3:21])[N:15]2[S:12][C:11](=[N:10][S:7]([C:6]3[N:2]([CH3:1])[N:3]=[C:4]([CH3:27])[C:5]=3[C:22]([O:24][CH2:25][CH3:26])=[O:23])(=[O:9])=[O:8])[N:13]=[C:14]2[N:19]=1. Procedure details: 0.53 g of N-(1,3-dimethyl-4-ethoxycarbonyl-5-pyrazolesulfonyl)-N'-(4,6-dimethyl-2-pyrimidinyl)-thiourea is suspended in 30 ml of methanol, followed by adding dropwise 0.21 g of bromine while stirring at 0° C. The suspension is stirred at the same temperature for 30 minutes and then at room temperature for 30 minutes. Then the precipitating crystals are filtered and washed with methanol. Recrystallization of the crystals from acetonitrile yields 0.26 g of the title compound as colorless crystals.